Task: describe an organic reaction: reactants, conditions, products, and yield. Dataset: the Open Reaction Database (ORD), a public repository of structured organic reaction records The reactants are FC1=C(C=O)C(=CC=C1)C(F)(F)F (2-fluoro-6-(trifluoromethyl)benzaldehyde), C(CS)(=O)OC (methyl thioglycolate), C([O-])([O-])=O.[K+].[K+] (potassium carbonate), CN(C)C=O (DMF). Solvent: O (water). Reaction conditions: temperature 130 celsius, time 2 hour. Yields the product FC(C1=CC=CC=2SC(=CC21)C(=O)OC)(F)F (methyl 4-(trifluoromethyl)benzo[b]thiophene-2-carboxylate). Yield: 35.4%. RXN SMILES: F[C:2]1[CH:9]=[CH:8][CH:7]=[C:6]([C:10]([F:13])([F:12])[F:11])[C:3]=1[CH:4]=O.[C:14]([O:18][CH3:19])(=[O:17])[CH2:15][SH:16].C(=O)([O-])[O-].[K+].[K+].CN(C=O)C>O>[F:11][C:10]([F:13])([F:12])[C:6]1[C:3]2[CH:4]=[C:15]([C:14]([O:18][CH3:19])=[O:17])[S:16][C:2]=2[CH:9]=[CH:8][CH:7]=1 |f:2.3.4|. Procedure: A mixture of 1.00 g of 2-fluoro-6-(trifluoromethyl)benzaldehyde, 633 mg of methyl thioglycolate, 1.21 g of potassium carbonate and 15 ml of DMF was stirred at 130° C. for 2 hours. The reaction mixture was cooled to room temperature. To the reaction mixture was added water, and then extracted with tert-butyl methyl ether 3 times. The combined organic layer was washed with water, followed by saturated aqueous sodium chloride solution. The mixture was dried over magnesium sulfate, and then concentr... Reactants: BrCC1CO1, CC(C)=O, Oc1ccc(OC(F)(F)F)cc1, [K+], [K+], O=C([O-])[O-]. Yields the product FC(F)(F)Oc1ccc(OCC2CO2)cc1. Reaction SMILES: [Br:19][CH2:20][CH:21]1[CH2:22][O:23]1.[CH3:24][C:25](=[O:26])[CH3:27].[F:1][C:2]([O:3][c:4]1[cH:5][cH:6][c:7]([OH:10])[cH:8][cH:9]1)([F:11])[F:12].[K+:13].[K+:14].[O-:15][C:16]([O-:17])=[O:18]>>[F:1][C:2]([O:3][c:4]1[cH:5][cH:6][c:7]([O:10][CH2:20][CH:21]2[CH2:22][O:23]2)[cH:8][cH:9]1)([F:11])[F:12]. Reactants: FC(S(=O)(=O)O)(F)F (trifluoromethanesulfonic acid), FC=1C=C(C=CC1C1=NC=C(C=N1)CCCCCCCCCC)O (3-fluoro-4-(5-decylpyrimidine-2-yl)phenol), ice water. The solvent is N1=CC=CC=C1 (pyridine). Yields the product O(S(=O)(=O)C(F)(F)F)C1=CC(=C(C=C1)C1=NC=C(C=N1)CCCCCCCCCC)F (3-fluoro-4-(5-decylpyrimidine-2-yl)phenyl triflate). The yield is 99.1%. As a reaction SMILES: [F:1][C:2]1[CH:3]=[C:4]([OH:24])[CH:5]=[CH:6][C:7]=1[C:8]1[N:13]=[CH:12][C:11]([CH2:14][CH2:15][CH2:16][CH2:17][CH2:18][CH2:19][CH2:20][CH2:21][CH2:22][CH3:23])=[CH:10][N:9]=1.[F:25][C:26]([F:32])([F:31])[S:27](O)(=[O:29])=[O:28]>N1C=CC=CC=1>[O:24]([C:4]1[CH:5]=[CH:6][C:7]([C:8]2[N:9]=[CH:10][C:11]([CH2:14][CH2:15][CH2:16][CH2:17][CH2:18][CH2:19][CH2:20][CH2:21][CH2:22][CH3:23])=[CH:12][N:13]=2)=[C:2]([F:1])[CH:3]=1)[S:27]([C:26]([F:32])([F:31])[F:25])(=[O:29])=[O:28]. Procedure details: 1.80 g (2.42 mM) of 3-fluoro-4-(5-decylpyrimidine-2-yl)phenol, 2.42 ml of pyridine were mixed and stirred on a common salt-ice bath. To the mixture, 0.80 ml (4.76 mM) of anhydrous trifluoromethanesulfonic acid was added dropwise and stirred for 20 minutes, followed by further stirring for 140 minutes at room temperature. After the reaction, the reaction mixture was poured into ice water, followed by extraction with isopropyl ether. The isopropyl ether layer was successively washed with a common ... Starting materials: Cl, Nc1ncnc2c1ncn2-c1ccc(NC(=O)Nc2ccc(Cl)c(C(F)(F)F)c2)cc1, O=C=NC1CCCCC1. The product is O=C(Nc1ccc(-n2cnc3c(NC(=O)NC4CCCCC4)ncnc32)cc1)Nc1ccc(Cl)c(C(F)(F)F)c1. RXN SMILES: [ClH:1].[NH2:2][c:3]1[c:4]2[n:5][cH:6][n:7](-[c:12]3[cH:13][cH:14][c:15]([NH:18][C:19](=[O:20])[NH:21][c:22]4[cH:23][c:24]([C:29]([F:30])([F:31])[F:32])[c:25]([Cl:28])[cH:26][cH:27]4)[cH:16][cH:17]3)[c:8]2[n:9][cH:10][n:11]1.[O:33]=[C:34]=[N:35][CH:36]1[CH2:37][CH2:38][CH2:39][CH2:40][CH2:41]1>>[NH:2]([c:3]1[c:4]2[n:5][cH:6][n:7](-[c:12]3[cH:13][cH:14][c:15]([NH:18][C:19](=[O:20])[NH:21][c:22]4[cH:23][c:24]([C:29]([F:30])([F:31])[F:32])[c:25]([Cl:28])[cH:26][cH:27]4)[cH:16][cH:17]3)[c:8]2[n:9][cH:10][n:11]1)[C:34](=[O:33])[NH:35][CH:36]1[CH2:37][CH2:38][CH2:39][CH2:40][CH2:41]1. The yield is 63.4%. Solvent: O (water), C(C)(=O)OCC (ethyl acetate). Product: 201, C(#N)C1(C(C1C=C(Cl)Cl)(C)C)C(=O)OCC (ethyl 1-cyano- 3-(2,2-dichlorovinyl)-2,2-dimethylcyclopropane-1-carboxylate). The reactants are Cl (hydrochloric acid), ClC(=CC=C(C)C)Cl (1,1-dichloro-4-methylpenta-1,3-diene), C(#N)CC(=O)OCC (ethyl cyanoacetate), cupric acetate monohydrate, cupric chloride, O.[Cl-].[Li+] (lithium chloride monohydrate). Conditions: temperature 80 celsius. RXN SMILES: [Cl:1][C:2]([Cl:8])=[CH:3][CH:4]=[C:5]([CH3:7])[CH3:6].[C:9]([CH2:11][C:12]([O:14][CH2:15][CH3:16])=[O:13])#[N:10].O.[Cl-].[Li+].Cl>O.C(OCC)(=O)C>[C:9]([C:11]1([C:12]([O:14][CH2:15][CH3:16])=[O:13])[CH:4]([CH:3]=[C:2]([Cl:8])[Cl:1])[C:5]1([CH3:7])[CH3:6])#[N:10] |f:2.3.4|. Procedure details: 151 Parts of 1,1-dichloro-4-methylpenta-1,3-diene, 113 parts of ethyl cyanoacetate, 200 parts of cupric acetate monohydrate, 148 parts of cupric chloride, 62.6 parts of lithium chloride monohydrate and 900 parts of ethyl acetate are stirred in an atmosphere of nitrogen. The temperature is raised to 80° C. and maintained at 80°-81° C. for 5 hours. After cooling, the reaction mixture was stirred with 1180 parts of hydrochloric acid (s.g. 1.18) and 1500 parts of water for 10 minutes. The organic la... The reactants are BrC=1C=C(C(=O)NC=2SC3=C(N2)C(=CC=C3N3CCOCC3)OC)C=CN1 (2-bromo-N-(4-methoxy-7-morpholin-4-yl-benzothiazol-2-yl)-isonicotinamide), C([O-])([O-])=O.[Cs+].[Cs+] (cesium carbonate), C(CC)N (propylamine). Product: COC1=CC=C(C2=C1N=C(S2)NC(C2=CC(=NC=C2)NCCC)=O)N2CCOCC2 (N-(4-Methoxy-7-morpholin-4-yl-benzothiazol-2-yl)-2-propylamino-isonicotinamide). As a reaction SMILES: Br[C:2]1[CH:3]=[C:4]([CH:25]=[CH:26][N:27]=1)[C:5]([NH:7][C:8]1[S:9][C:10]2[C:16]([N:17]3[CH2:22][CH2:21][O:20][CH2:19][CH2:18]3)=[CH:15][CH:14]=[C:13]([O:23][CH3:24])[C:11]=2[N:12]=1)=[O:6].C(=O)([O-])[O-].[Cs+].[Cs+].[CH2:34]([NH2:37])[CH2:35][CH3:36]>>[CH3:24][O:23][C:13]1[C:11]2[N:12]=[C:8]([NH:7][C:5](=[O:6])[C:4]3[CH:25]=[CH:26][N:27]=[C:2]([NH:37][CH2:34][CH2:35][CH3:36])[CH:3]=3)[S:9][C:10]=2[C:16]([N:17]2[CH2:22][CH2:21][O:20][CH2:19][CH2:18]2)=[CH:15][CH:14]=1 |f:1.2.3|. Procedure: From 2-bromo-N-(4-methoxy-7-morpholin-4-yl-benzothiazol-2-yl)-isonicotinamide with cesium carbonate and propylamine. ES-MS m/e (%): 428 (M+H+, 100). Reactants: [Al+3], C1CCOC1, Cc1cc2ccccc2cc1C(=O)O, [H-], [H-], [H-], [H-], [Li+]. Product: Cc1cc2ccccc2cc1CO. RXN SMILES: [Al+3:16].[CH2:21]1[O:22][CH2:23][CH2:24][CH2:25]1.[CH3:1][c:2]1[c:3]([C:12](=[O:13])[OH:14])[cH:4][c:5]2[cH:6][cH:7][cH:8][cH:9][c:10]2[cH:11]1.[H-:15].[H-:18].[H-:19].[H-:20].[Li+:17]>>[CH3:1][c:2]1[c:3]([CH2:12][OH:13])[cH:4][c:5]2[cH:6][cH:7][cH:8][cH:9][c:10]2[cH:11]1. Starting materials: [Br-], C1CCOC1, C1CCOC1, C[Mg+], Cc1ccccc1, CC(=O)c1ccc(-c2ccc(C(C)(c3ccc(OCc4ncccn4)cn3)C(C)C)cc2)nn1, CCOCC. Product: CC(C)C(C)(c1ccc(-c2ccc(C(C)(C)O)nn2)cc1)c1ccc(OCc2ncccn2)cn1. RXN SMILES: [Br-:1].[CH2:38]1[O:39][CH2:40][CH2:41][CH2:42]1.[CH2:50]1[O:51][CH2:52][CH2:53][CH2:54]1.[CH3:2][Mg+:3].[CH3:43][c:44]1[cH:45][cH:46][cH:47][cH:48][cH:49]1.[CH3:4][C:5]([CH:6]([CH3:7])[CH3:8])([c:9]1[n:10][cH:11][c:12]([O:15][CH2:16][c:17]2[n:18][cH:19][cH:20][cH:21][n:22]2)[cH:13][cH:14]1)[c:23]1[cH:24][cH:25][c:26](-[c:29]2[cH:30][cH:31][c:32]([C:35]([CH3:36])=[O:37])[n:33][n:34]2)[cH:27][cH:28]1.[CH3:55][CH2:56][O:57][CH2:58][CH3:59]>>[CH3:2][C:35]([c:32]1[cH:31][cH:30][c:29](-[c:26]2[cH:25][cH:24][c:23]([C:5]([CH3:4])([CH:6]([CH3:7])[CH3:8])[c:9]3[n:10][cH:11][c:12]([O:15][CH2:16][c:17]4[n:18][cH:19][cH:20][cH:21][n:22]4)[cH:13][cH:14]3)[cH:28][cH:27]2)[n:34][n:33]1)([CH3:36])[OH:37]. Reported procedure: 100 mg (0.37 mmol) of 3-[(2-methyl-4-oxo-4H-chromen-8-yl)methylene]pentane-2,4-dione and 62 mg (0.37 mmol) of 6-isopropoxypyrimidine-2,4-diamine are dissolved in 5 ml of isopropanol and heated under reflux under argon for 2 days. The mixture is filtered and the remaining solid is washed with isopropanol. 80 mg (51% of theory) of the title compound are obtained as a white solid. The reactants are CC=1OC2=C(C=CC=C2C(C1)=O)C=C(C(C)=O)C(C)=O (3-[(2-methyl-4-oxo-4H-chromen-8-yl)methylene]pentane-2,4-dione), C(C)(C)OC1=CC(=NC(=N1)N)N (6-isopropoxypyrimidine-2,4-diamine). RXN SMILES: [CH3:1][C:2]1[O:3][C:4]2[C:9]([C:10](=[O:12])[CH:11]=1)=[CH:8][CH:7]=[CH:6][C:5]=2[CH:13]=[C:14]([C:18](=[O:20])[CH3:19])[C:15](=O)[CH3:16].[CH:21]([O:24][C:25]1[N:30]=[C:29]([NH2:31])[N:28]=[C:27]([NH2:32])[CH:26]=1)([CH3:23])[CH3:22]>C(O)(C)C>[C:18]([C:14]1[CH:13]([C:5]2[CH:6]=[CH:7][CH:8]=[C:9]3[C:4]=2[O:3][C:2]([CH3:1])=[CH:11][C:10]3=[O:12])[C:26]2[C:25]([O:24][CH:21]([CH3:22])[CH3:23])=[N:30][C:29]([NH2:31])=[N:28][C:27]=2[NH:32][C:15]=1[CH3:16])(=[O:20])[CH3:19]. Solvent: C(C)(C)O (isopropanol). Product: C(C)(=O)C=1C(C2=C(N=C(N=C2OC(C)C)N)NC1C)C=1C=CC=C2C(C=C(OC12)C)=O (8-(6-Acetyl-2-amino-4-isopropoxy-7-methyl-5,8-dihydropyrido[2,3-d]pyrimidin-5-yl)-2-methyl-4H-chromen-4-one). Starting materials: CN1CCCC1=O, Clc1nc2cccnc2[nH]1, CC(C)n1c(=O)n(-c2ccc3c(c2)CCN3)c2ncccc21, [Na+], O=C([O-])O. Yields the product CC(C)n1c(=O)n(-c2ccc3c(c2)CCN3c2nc3cccnc3[nH]2)c2ncccc21. As a reaction SMILES: [CH3:38][N:39]1[CH2:40][CH2:41][CH2:42][C:43]1=[O:44].[Cl:23][c:24]1[n:25][c:26]2[c:27]([n:28][cH:29][cH:30][cH:31]2)[nH:32]1.[NH:1]1[CH2:2][CH2:3][c:4]2[cH:5][c:6](-[n:10]3[c:11](=[O:22])[n:12]([CH:19]([CH3:20])[CH3:21])[c:13]4[c:14]3[n:15][cH:16][cH:17][cH:18]4)[cH:7][cH:8][c:9]21.[Na+:37].[O-:33][C:34]([OH:35])=[O:36]>>[N:1]1([c:24]2[n:25][c:26]3[c:27]([n:28][cH:29][cH:30][cH:31]3)[nH:32]2)[CH2:2][CH2:3][c:4]2[cH:5][c:6](-[n:10]3[c:11](=[O:22])[n:12]([CH:19]([CH3:20])[CH3:21])[c:13]4[c:14]3[n:15][cH:16][cH:17][cH:18]4)[cH:7][cH:8][c:9]21.